This data is from the Open Reaction Database (ORD), a public repository of structured organic reaction records. The task is: describe an organic reaction: reactants, conditions, products, and yield Product: CC(C)CN(CC1OC(C)(C)N(C(=O)OC2COC3OCCC23)C1Cc1ccc(OCc2ccccc2)cc1)S(=O)(=O)c1ccc([N+](=O)[O-])cc1. Reactants: CC(C)CN(CC(O)C(Cc1ccc(OCc2ccccc2)cc1)NC(=O)OC1COC2OCCC12)S(=O)(=O)c1ccc([N+](=O)[O-])cc1, COC(C)(C)OC, ClCCl, Cc1ccc(S(=O)(=O)O)cc1. RXN SMILES: [CH2:1]([c:2]1[cH:3][cH:4][cH:5][cH:6][cH:7]1)[O:8][c:9]1[cH:10][cH:11][c:12]([CH2:13][CH:14]([CH:15]([CH2:16][N:17]([S:18](=[O:19])(=[O:20])[c:21]2[cH:22][cH:23][c:24]([N+:27](=[O:28])[O-:29])[cH:25][cH:26]2)[CH2:30][CH:31]([CH3:32])[CH3:33])[OH:34])[NH:35][C:36]([O:37][CH:38]2[CH2:39][O:40][CH:41]3[O:42][CH2:43][CH2:44][CH:45]23)=[O:46])[cH:47][cH:48]1.[CH3:49][O:50][C:51]([CH3:52])([CH3:53])[O:54][CH3:55].[Cl:67][CH2:68][Cl:69].[c:56]1([CH3:57])[cH:58][cH:59][c:60]([S:61]([OH:62])(=[O:63])=[O:64])[cH:65][cH:66]1>>[CH2:1]([c:2]1[cH:3][cH:4][cH:5][cH:6][cH:7]1)[O:8][c:9]1[cH:10][cH:11][c:12]([CH2:13][CH:14]2[CH:15]([CH2:16][N:17]([S:18](=[O:19])(=[O:20])[c:21]3[cH:22][cH:23][c:24]([N+:27](=[O:28])[O-:29])[cH:25][cH:26]3)[CH2:30][CH:31]([CH3:32])[CH3:33])[O:34][C:51]([CH3:52])([CH3:53])[N:35]2[C:36]([O:37][CH:38]2[CH2:39][O:40][CH:41]3[O:42][CH2:43][CH2:44][CH:45]23)=[O:46])[cH:47][cH:48]1. The reactants are NC1=C(C(=O)O)C=CC=C1[N+](=O)[O-] (2-amino-3-nitrobenzoic acid), C([O-])(O)=O.[Na+] (sodium bicarbonate). The solvent is CO (methanol), S(O)(O)(=O)=O (sulfuric acid). Yields the product COC(C1=C(C(=CC=C1)[N+](=O)[O-])N)=O (2-amino-3-nitrobenzoic acid methyl ester). RXN SMILES: [NH2:1][C:2]1[C:10]([N+:11]([O-:13])=[O:12])=[CH:9][CH:8]=[CH:7][C:3]=1[C:4]([OH:6])=[O:5].[C:14](=O)(O)[O-].[Na+]>CO.S(=O)(=O)(O)O>[CH3:14][O:5][C:4](=[O:6])[C:3]1[CH:7]=[CH:8][CH:9]=[C:10]([N+:11]([O-:13])=[O:12])[C:2]=1[NH2:1] |f:1.2|. Reported procedure: After dissolving 2-amino-3-nitrobenzoic acid (1.00 g, 5.49 mmol) in methanol (40 ml), sulfuric acid (0.50 ml) was added and the mixture was heated to reflux for 2 days. The reaction mixture was cooled to room temperature, and then the pH was adjusted to approximately 9 with saturated aqueous sodium bicarbonate and the mixture was concentrated under reduced pressure to approximately 10 ml. Water (20 ml) was added, the mixture was extracted with ethyl acetate (10 ml×3 times), and the obtained orga... Starting materials: C(C)C1=CC=C(C=C1)N(S(=O)(=O)C=1C=CC(=C(C(=O)OC)C1)C#C[Si](C)(C)C)CC(C)C (methyl 5-(N-(4-ethylphenyl)-N-isobutylsulfamoyl)-2-((trimethylsilyl)ethynyl)benzoate), mercuric sulphate, OS(=O)(=O)O (H2SO4). The solvent is CC(=O)C (acetone). Yields the product C(C)(=O)C1=C(C(=O)OC)C=C(C=C1)S(N(CC(C)C)C1=CC=C(C=C1)CC)(=O)=O (Methyl 2-acetyl-5-(N-(4-ethylphenyl)-N-isobutylsulfamoyl)benzoate). RXN SMILES: [CH2:1]([C:3]1[CH:8]=[CH:7][C:6]([N:9]([CH2:29][CH:30]([CH3:32])[CH3:31])[S:10]([C:13]2[CH:14]=[CH:15][C:16]([C:23]#[C:24][Si](C)(C)C)=[C:17]([CH:22]=2)[C:18]([O:20][CH3:21])=[O:19])(=[O:12])=[O:11])=[CH:5][CH:4]=1)[CH3:2].[OH:33]S(O)(=O)=O>CC(C)=O>[C:23]([C:16]1[CH:15]=[CH:14][C:13]([S:10](=[O:11])(=[O:12])[N:9]([C:6]2[CH:7]=[CH:8][C:3]([CH2:1][CH3:2])=[CH:4][CH:5]=2)[CH2:29][CH:30]([CH3:31])[CH3:32])=[CH:22][C:17]=1[C:18]([O:20][CH3:21])=[O:19])(=[O:33])[CH3:24]. Procedure: A mixture of methyl 5-(N-(4-ethylphenyl)-N-isobutylsulfamoyl)-2-((trimethylsilyl)ethynyl)benzoate (320 mg, 0.678 mmol), mercuric sulphate (201 mg, 0.678 mmol), H2SO4 (1.357 mL, 1.357 mmol) and acetone (6 mL) was heated at reflux for 4 hours. The mixture was partitioned between ammonium chloride solution (10%, 20 mL) and dichloromethane (DCM) (2×25 mL) then organics separated, dried (MgSO4) and evaporated onto florisil. The crude material was purified by silica (Si) chromatography (0-100% dichlor... Starting materials: COc1n[nH]c2ccccc12, CC(C)(C(N)=O)N1CCN(Cc2cc3nc(Cl)nc(N4CCOCC4)c3s2)CC1. Product: COc1nn(-c2nc(N3CCOCC3)c3sc(CN4CCN(C(C)(C)C(N)=O)CC4)cc3n2)c2ccccc12. As a reaction SMILES: [CH3:30][O:31][c:32]1[n:33][nH:34][c:35]2[cH:36][cH:37][cH:38][cH:39][c:40]12.[Cl:1][c:2]1[n:3][c:4]([N:24]2[CH2:25][CH2:26][O:27][CH2:28][CH2:29]2)[c:5]2[c:6]([n:7]1)[cH:8][c:9]([CH2:11][N:12]1[CH2:13][CH2:14][N:15]([C:18]([C:19](=[O:20])[NH2:21])([CH3:22])[CH3:23])[CH2:16][CH2:17]1)[s:10]2>>[c:2]1(-[n:34]2[n:33][c:32]([O:31][CH3:30])[c:40]3[c:35]2[cH:36][cH:37][cH:38][cH:39]3)[n:3][c:4]([N:24]2[CH2:25][CH2:26][O:27][CH2:28][CH2:29]2)[c:5]2[c:6]([n:7]1)[cH:8][c:9]([CH2:11][N:12]1[CH2:13][CH2:14][N:15]([C:18]([C:19](=[O:20])[NH2:21])([CH3:22])[CH3:23])[CH2:16][CH2:17]1)[s:10]2. Reactants: CN1C(CC[C@@]2(C3=C(CC[C@@H]12)C=C(C=C3)Br)C)=O ((+)-(4aR)-(10bR)-4-methyl-8-bromo-10b-methyl-1,2,3,4,4a,5,6,10b-octahydrobenzo[f]quinolin-3-one), CN(C1=CC=C(C=C1)B(O)O)C (4-dimethylaminophenylboronic acid), C([O-])([O-])=O.[Na+].[Na+] (sodium carbonate), C1(=CC=CC=C1)C (toluene). Solvent: ClCCl (dichloromethane). Reagents/catalysts: [Pd].C1(=CC=CC=C1)P(C1=CC=CC=C1)C1=CC=CC=C1.C1(=CC=CC=C1)P(C1=CC=CC=C1)C1=CC=CC=C1.C1(=CC=CC=C1)P(C1=CC=CC=C1)C1=CC=CC=C1.C1(=CC=CC=C1)P(C1=CC=CC=C1)C1=CC=CC=C1 (tetrakis (triphenylphosphine) palladium (0)). As a reaction SMILES: [CH3:1][N:2]1[C@H:11]2[C@@:6]([CH3:17])([C:7]3[CH:15]=[CH:14][C:13](Br)=[CH:12][C:8]=3[CH2:9][CH2:10]2)[CH2:5][CH2:4][C:3]1=[O:18].[CH3:19][N:20]([CH3:30])[C:21]1[CH:26]=[CH:25][C:24](B(O)O)=[CH:23][CH:22]=1.C(=O)([O-])[O-].[Na+].[Na+].C1(C)C=CC=CC=1>ClCCl.[Pd].C1(P(C2C=CC=CC=2)C2C=CC=CC=2)C=CC=CC=1.C1(P(C2C=CC=CC=2)C2C=CC=CC=2)C=CC=CC=1.C1(P(C2C=CC=CC=2)C2C=CC=CC=2)C=CC=CC=1.C1(P(C2C=CC=CC=2)C2C=CC=CC=2)C=CC=CC=1>[CH3:1][N:2]1[C@H:11]2[C@@:6]([CH3:17])([C:7]3[CH:15]=[CH:14][C:13]([C:24]4[CH:25]=[CH:26][C:21]([N:20]([CH3:30])[CH3:19])=[CH:22][CH:23]=4)=[CH:12][C:8]=3[CH2:9][CH2:10]2)[CH2:5][CH2:4][C:3]1=[O:18] |f:2.3.4,7.8.9.10.11|. The yield is 52.5%. Product: CN1C(CC[C@@]2(C3=C(CC[C@@H]12)C=C(C=C3)C3=CC=C(C=C3)N(C)C)C)=O ((+)-(4aR)-(10bR)-4-methyl-8-(4-dimethylaminophenyl)-10b-methyl-1,2,3,4,4a,5,6,10b-octahydrobenzo[f]quinolin-3-one). Procedure details: A 15 mL round bottom flask was charged with (+)-(4aR)-(10bR)-4-methyl-8-bromo-10b-methyl-1,2,3,4,4a,5,6,10b-octahydrobenzo[f]quinolin-3-one (200 mg, 0.65 mmol), tetrakis (triphenylphosphine) palladium (0) (23 mg, 0.02 mmol), 4-dimethylaminophenylboronic acid (129 mg, 0.78 mmol), 0.65 mL of 2M sodium carbonate solution and 2 mL of toluene, fitted with a reflux condenser, and the stirred mixture was heated at 80°, under nitrogen, for 17 h. The mixture was cooled, diluted with dichloromethane (75 m... The reactants are ClC1=C(C=C2C=CC(=NC2=C1)COC1=CC2=C(OCC3=C(C2O)C=CC=C3C#N)C=C1)F (2-(7-Chloro-6-fluoroquinolin-2-yl)methoxy-7-cyano-11-hydroxy-6,11-dihydrodibenz[b,e]oxepine), SCCC(=O)O (3-mercaptopropionic acid). Product: C(=O)(O)CCSC1C2=C(OCC3=C1C=CC=C3C#N)C=CC(=C2)OCC2=NC3=CC(=C(C=C3C=C2)F)Cl (11-(2-Carboxyethylthio)-2-(7-chloro-6-fluoroquinolin-2-yl)methoxy-7-cyano-6,11-dihydrodibenz[b,e]oxepine). As a reaction SMILES: [Cl:1][C:2]1[CH:11]=[C:10]2[C:5]([CH:6]=[CH:7][C:8]([CH2:12][O:13][C:14]3[CH:31]=[CH:30][C:17]4[O:18][CH2:19][C:20]5[C:27]([C:28]#[N:29])=[CH:26][CH:25]=[CH:24][C:21]=5[CH:22](O)[C:16]=4[CH:15]=3)=[N:9]2)=[CH:4][C:3]=1[F:32].[SH:33][CH2:34][CH2:35][C:36]([OH:38])=[O:37]>>[C:36]([CH2:35][CH2:34][S:33][CH:22]1[C:21]2[CH:24]=[CH:25][CH:26]=[C:27]([C:28]#[N:29])[C:20]=2[CH2:19][O:18][C:17]2[CH:30]=[CH:31][C:14]([O:13][CH2:12][C:8]3[CH:7]=[CH:6][C:5]4[C:10](=[CH:11][C:2]([Cl:1])=[C:3]([F:32])[CH:4]=4)[N:9]=3)=[CH:15][C:16]1=2)([OH:38])=[O:37]. Procedure details: 2-(7-Chloro-6-fluoroquinolin-2-yl)methoxy-7-cyano-11-hydroxy-6,11-dihydrodibenz[b,e]oxepine and 3-mercaptopropionic acid were used and reacted in the same manner as in Example 1 to obtain the title compound.